Task: describe an organic reaction: reactants, conditions, products, and yield. Dataset: the Open Reaction Database (ORD), a public repository of structured organic reaction records Reactants: CC(C)(C)OC(=O)Nc1cc(Oc2cccc(CCC(=O)O)c2)ccn1, CC(C)(C)c1cccc(N)c1, CCN=C=NCCCN(C)C, CN(C)c1ccncc1, ClCCl. RXN SMILES: [C:1]([CH3:2])([CH3:3])([CH3:4])[O:5][C:6](=[O:7])[NH:8][c:9]1[n:10][cH:11][cH:12][c:13]([O:15][c:16]2[cH:17][c:18]([CH2:22][CH2:23][C:24](=[O:25])[OH:26])[cH:19][cH:20][cH:21]2)[cH:14]1.[C:27]([CH3:28])([CH3:29])([CH3:30])[c:31]1[cH:32][c:33]([NH2:34])[cH:35][cH:36][cH:37]1.[CH3:38][CH2:39][N:40]=[C:41]=[N:42][CH2:43][CH2:44][CH2:45][N:46]([CH3:47])[CH3:48].[CH3:52][N:53]([c:54]1[cH:55][cH:56][n:57][cH:58][cH:59]1)[CH3:60].[Cl:49][CH2:50][Cl:51]>>[C:1]([CH3:2])([CH3:3])([CH3:4])[O:5][C:6](=[O:7])[NH:8][c:9]1[n:10][cH:11][cH:12][c:13]([O:15][c:16]2[cH:17][c:18]([CH2:22][CH2:23][C:24](=[O:25])[NH:34][c:33]3[cH:32][c:31]([C:27]([CH3:28])([CH3:29])[CH3:30])[cH:37][cH:36][cH:35]3)[cH:19][cH:20][cH:21]2)[cH:14]1. The product is CC(C)(C)OC(=O)Nc1cc(Oc2cccc(CCC(=O)Nc3cccc(C(C)(C)C)c3)c2)ccn1. Reactants: C(C)(C)(C)OC(=O)C=1C(=CC=CC1)C1=CC=C(C=C1)CN(C(CCCC)=O)CCNC(=O)OC(C)(C)C (4′-[(2-t-Butoxycarbonylaminoethyl)pentanoylamino]methylbiphenyl-2-carboxylic acid t-butyl ester), Cl (HCl). The solvent is O1CCOCC1 (1,4-dioxane), O1CCOCC1 (1,4-dioxane). Yields the product NCCN(C(CCCC)=O)CC1=CC=C(C=C1)C=1C(=CC=CC1)C(=O)O (4′-[(2-aminoethyl)pentanoylamino]methylbiphenyl-2-carboxylic acid). Reaction SMILES: C([O:5][C:6]([C:8]1[C:9]([C:14]2[CH:19]=[CH:18][C:17]([CH2:20][N:21]([CH2:28][CH2:29][NH:30]C(OC(C)(C)C)=O)[C:22](=[O:27])[CH2:23][CH2:24][CH2:25][CH3:26])=[CH:16][CH:15]=2)=[CH:10][CH:11]=[CH:12][CH:13]=1)=[O:7])(C)(C)C.Cl>O1CCOCC1>[NH2:30][CH2:29][CH2:28][N:21]([CH2:20][C:17]1[CH:16]=[CH:15][C:14]([C:9]2[C:8]([C:6]([OH:7])=[O:5])=[CH:13][CH:12]=[CH:11][CH:10]=2)=[CH:19][CH:18]=1)[C:22](=[O:27])[CH2:23][CH2:24][CH2:25][CH3:26]. Reported procedure: 4′-[(2-t-Butoxycarbonylaminoethyl)pentanoylamino]methylbiphenyl-2-carboxylic acid t-butyl ester (3b) and 4′-[(2-aminoethyl)pentanoylamino]methylbiphenyl-2-carboxylic acid (3c): Valeryl chloride (4.6 mL, 38.7 mmol) was added to a solution of crude intermediate (3a) (15 g, 35.2 mmol) in toluene (100 mL) at 0° C. followed by the addition of DIPEA (18.4 mL, 105 mmol). The mixture was stirred at room temperature for 3 hours. 1M aqueous NaOH (10 mL) was added and the mixture was concentrated in vacuo....